From a dataset of the Open Reaction Database (ORD), a public repository of structured organic reaction records. describe an organic reaction: reactants, conditions, products, and yield Reactants: CC(C)(C)OC(=O)NCCCC(=O)N1CCCC1CNC(=O)c1ccc(-c2ccccc2C#N)nc1NCCc1cccc(F)c1, CO, Cl. Yields the product N#Cc1ccccc1-c1ccc(C(=O)NCC2CCCN2C(=O)CCCN)c(NCCc2cccc(F)c2)n1. As a reaction SMILES: [C:1](#[N:2])[c:3]1[c:4](-[c:9]2[n:10][c:11]([NH:37][CH2:38][CH2:39][c:40]3[cH:41][c:42]([F:46])[cH:43][cH:44][cH:45]3)[c:12]([C:13](=[O:14])[NH:15][CH2:16][CH:17]3[N:18]([C:22]([CH2:23][CH2:24][CH2:25][NH:26][C:27](=[O:28])[O:29][C:30]([CH3:31])([CH3:32])[CH3:33])=[O:34])[CH2:19][CH2:20][CH2:21]3)[cH:35][cH:36]2)[cH:5][cH:6][cH:7][cH:8]1.[CH3:48][OH:49].[ClH:47]>>[C:1](#[N:2])[c:3]1[c:4](-[c:9]2[n:10][c:11]([NH:37][CH2:38][CH2:39][c:40]3[cH:41][c:42]([F:46])[cH:43][cH:44][cH:45]3)[c:12]([C:13](=[O:14])[NH:15][CH2:16][CH:17]3[N:18]([C:22]([CH2:23][CH2:24][CH2:25][NH2:26])=[O:34])[CH2:19][CH2:20][CH2:21]3)[cH:35][cH:36]2)[cH:5][cH:6][cH:7][cH:8]1.